Dataset: the Open Reaction Database (ORD), a public repository of structured organic reaction records. Task: describe an organic reaction: reactants, conditions, products, and yield Reactants: C1(=CC=CC=C1)P(C1=CC=CC=C1)C1=CC=CC=C1 (triphenylphosphine), BrBr (bromine), C(C)OC(=O)N1[C@H](C[C@H](C2=CC(=C(C=C12)CO)OC)N(C(=O)OC)CC1=CC(=CC(=C1)C(F)(F)F)C(F)(F)F)C (cis-4-[(3,5-Bis-trifluoromethyl-benzyl)-methoxycarbonyl-amino]-7-hydroxymethyl-6-methoxy-2-methyl-3,4-dihydro-2H-quinoline-1-carboxylic acid ethyl ester). Solvent: ClCCl (dichloromethane), ClCCl (dichloromethane), C(Cl)(Cl)Cl (chloroform). Run at temperature 0 celsius, time 20 minute. Yields the product C(C)OC(=O)N1[C@H](C[C@H](C2=CC(=C(C=C12)CBr)OC)N(C(=O)OC)CC1=CC(=CC(=C1)C(F)(F)F)C(F)(F)F)C (cis-4-[(3,5-Bis-trifluoromethyl-benzyl)-methoxycarbonyl-amino]-7-bromomethyl-6-methoxy-2-methyl-3,4-dihydro-2H-quinoline-1-carboxylic acid ethyl ester). Yield: 71.5%. RXN SMILES: C1(P(C2C=CC=CC=2)C2C=CC=CC=2)C=CC=CC=1.[Br:20]Br.[CH2:22]([O:24][C:25]([N:27]1[C:36]2[C:31](=[CH:32][C:33]([O:39][CH3:40])=[C:34]([CH2:37]O)[CH:35]=2)[C@H:30]([N:41]([CH2:46][C:47]2[CH:52]=[C:51]([C:53]([F:56])([F:55])[F:54])[CH:50]=[C:49]([C:57]([F:60])([F:59])[F:58])[CH:48]=2)[C:42]([O:44][CH3:45])=[O:43])[CH2:29][C@@H:28]1[CH3:61])=[O:26])[CH3:23]>ClCCl.C(Cl)(Cl)Cl>[CH2:22]([O:24][C:25]([N:27]1[C:36]2[C:31](=[CH:32][C:33]([O:39][CH3:40])=[C:34]([CH2:37][Br:20])[CH:35]=2)[C@H:30]([N:41]([CH2:46][C:47]2[CH:52]=[C:51]([C:53]([F:56])([F:55])[F:54])[CH:50]=[C:49]([C:57]([F:60])([F:59])[F:58])[CH:48]=2)[C:42]([O:44][CH3:45])=[O:43])[CH2:29][C@@H:28]1[CH3:61])=[O:26])[CH3:23]. Procedure details: To a solution of triphenylphosphine (0.457 g, 1.74 mmol) in anhydrous dichloromethane (15 mL) at 0° C. was slowly added bromine (84 μL, 1.6 mmol). After the reaction was stirred at 0° C. for 20 min, a solution of cis-4-[(3,5-bis-trifluoromethyl-benzyl)-methoxycarbonyl-amino]-7-hydroxymethyl-6-methoxy-2-methyl-3,4-dihydro-2H-quinoline-1-carboxylic acid ethyl ester (Example 85) (0.630 g, 1.09 mmol) in dichloromethane (15 ml) was added. The reaction was stirred at 0° C. for 20 min, then at room tem... Reactants: C(C)(=O)OCC (ethyl acetate), ClC1=C(C=CC(=C1)Cl)NC1=NC2=C(N1)C(=CC=C2F)N(CC)CC (N2-(2,4-dichlorophenyl)-N7,N7-diethyl-4-fluoro-1H-benzimidazole-2,7-diamine), BrCCCBr (1,3-dibromopropane), C([O-])([O-])=O.[K+].[K+] (potassium carbonate). Run in CN(C=O)C (N,N-dimethylformamide). Run at temperature 80 celsius, time 3 hour. Product: ClC1=C(C=CC(=C1)Cl)N1CCCN2C1=NC=1C2=C(C=CC1F)N(CC)CC (1-(2,4-Dichlorophenyl)-N,N-diethyl-9-fluoro-1,2,3,4-tetrahydropyrimido[1,2-a]benzimidazol-6-amine). The yield is 35.7%. RXN SMILES: [Cl:1][C:2]1[CH:7]=[C:6]([Cl:8])[CH:5]=[CH:4][C:3]=1[NH:9][C:10]1[NH:14][C:13]2[C:15]([N:20]([CH2:23][CH3:24])[CH2:21][CH3:22])=[CH:16][CH:17]=[C:18]([F:19])[C:12]=2[N:11]=1.Br[CH2:26][CH2:27][CH2:28]Br.C(=O)([O-])[O-].[K+].[K+].C(OCC)(=O)C>CN(C)C=O>[Cl:1][C:2]1[CH:7]=[C:6]([Cl:8])[CH:5]=[CH:4][C:3]=1[N:9]1[C:10]2=[N:11][C:12]3[C:13](=[C:15]([N:20]([CH2:23][CH3:24])[CH2:21][CH3:22])[CH:16]=[CH:17][C:18]=3[F:19])[N:14]2[CH2:28][CH2:27][CH2:26]1 |f:2.3.4|. Procedure: A mixture of N2-(2,4-dichlorophenyl)-N7,N7-diethyl-4-fluoro-1H-benzimidazole-2,7-diamine (96.7 mg, 0.263 mmol), 1,3-dibromopropane (72.6 mg, 0.360 mmol) and potassium carbonate (113 mg, 0.819 mmol) in N,N-dimethylformamide (6 mL) was stirred at 80° C. for 3 hr. After ethyl acetate was added, the resultant mixture was washed with water and brine, dried over anhydrous sodium sulfate, filtered and concentrated in vacuo. The residue was purified by column chromatography on silica gel eluting with et...